This data is from the Open Reaction Database (ORD), a public repository of structured organic reaction records. The task is: describe an organic reaction: reactants, conditions, products, and yield Starting materials: ON=C(C(=O)OCC)C(=O)C1=CC=C(C=C1)[N+](=O)[O-] (Ethyl 2-hydroxyimino-3-(4-nitrophenyl)-3-oxopropionate), NCC1=CC=CC2=CC=CC=C12 (1-aminomethylnaphthalene). Product: C1(=CC=CC2=CC=CC=C12)C=1NC(=C(N1)C(=O)OCC)C1=CC=C(C=C1)[N+](=O)[O-] (ethyl 2-(1-naphthyl)-5-(4-nitrophenyl)imidazole-4-carboxylate). Yield: 24.7%. RXN SMILES: O[N:2]=[C:3]([C:9]([C:11]1[CH:16]=[CH:15][C:14]([N+:17]([O-:19])=[O:18])=[CH:13][CH:12]=1)=O)[C:4]([O:6][CH2:7][CH3:8])=[O:5].[NH2:20][CH2:21][C:22]1[C:31]2[C:26](=[CH:27][CH:28]=[CH:29][CH:30]=2)[CH:25]=[CH:24][CH:23]=1>>[C:22]1([C:21]2[NH:20][C:9]([C:11]3[CH:16]=[CH:15][C:14]([N+:17]([O-:19])=[O:18])=[CH:13][CH:12]=3)=[C:3]([C:4]([O:6][CH2:7][CH3:8])=[O:5])[N:2]=2)[C:31]2[C:26](=[CH:27][CH:28]=[CH:29][CH:30]=2)[CH:25]=[CH:24][CH:23]=1. Reported procedure: Ethyl 2-hydroxyimino-3-(4-nitrophenyl)-3-oxopropionate (10.0 g) and 1-aminomethylnaphthalene (6.4 g) were reacted and treated in the same manner as in Starting Material Synthetic Example 1 to give ethyl 2-(1-naphthyl)-5-(4-nitrophenyl)imidazole-4-carboxylate (3.6 g). 3.0 g therefrom was dissolved in ethyl alcohol (100 ml) and 1 M sodium hydroxide solution (20 ml) was added. The mixture was reacted and treated in the same manner as in Starting Material Synthetic Example 2 to give 2-(1-naphthyl)-5... Starting materials: N1=CC=CC=C1 (pyridine), CC1(OC(=O)CC(=O)O1)C (Meldrum's acid), C(CCCCCCCCCCCCC)(=O)Cl (tetradecanoyl chloride). Run in C(Cl)Cl (CH2Cl2). Conditions: temperature 0 celsius, time 1 hour. Product: OC(CCCCCCCCCCCC)=C1C(OC(OC1=O)(C)C)=O (5-(1-Hydroxytridecylidene)-2,2-dimethyl-[1,3]dioxane-4,6-dione). Yield: 81.5%. Reaction SMILES: N1C=CC=CC=1.[CH3:7][C:8]1([CH3:16])[O:15][C:13](=[O:14])[CH2:12][C:10](=[O:11])[O:9]1.[C:17](Cl)(=[O:31])[CH2:18][CH2:19][CH2:20][CH2:21][CH2:22][CH2:23][CH2:24][CH2:25][CH2:26][CH2:27][CH2:28][CH2:29]C>C(Cl)Cl>[OH:31][C:17](=[C:12]1[C:13](=[O:14])[O:15][C:8]([CH3:16])([CH3:7])[O:9][C:10]1=[O:11])[CH2:18][CH2:19][CH2:20][CH2:21][CH2:22][CH2:23][CH2:24][CH2:25][CH2:26][CH2:27][CH2:28][CH3:29]. Procedure details: 14.3 mL of pyridine is added at 0° C., to a solution of Meldrum's acid (10.60 g, 73.5 mmol) in 70 mL of anhydrous CH2Cl2. After stirring for 15 min at this temperature, commercial tetradecanoyl chloride (18.16 g, 73.5 mmol) is added dropwise, so that the temperature remains below 10° C. After stirring for 2 h at 0° C. and for 1 h at ambient temperature, the reaction medium is washed with 50 mL of a 2N solution of HCl then 2×50 mL of water. After a last washing with a saturated aqueous solution o... Reactants: C(=O)(C(F)(F)F)O (TFA), C(C)(C)(C)OC(=O)NCC1(CCOCC1)CN1C(=CC2=CC=C(C=C12)C(=O)OCC)C(=O)OCC (diethyl 1-[(4-{[(tert-butoxycarbonyl)amino]methyl}tetrahydro-2H-pyran-4-yl)methyl]-1H-indole-2,6-dicarboxylate). Run in C(Cl)Cl (CH2Cl2). Conditions: time 2 hour. Product: NCC1(CCOCC1)CN1C(=CC2=CC=C(C=C12)C(=O)OCC)C(=O)OCC (diethyl 1-{[4-(aminomethyl)tetrahydro-2H-pyran-4-yl]methyl}-1H-indole-2,6-dicarboxylate). RXN SMILES: C(O)(C(F)(F)F)=O.C(OC([NH:15][CH2:16][C:17]1([CH2:23][N:24]2[C:32]3[C:27](=[CH:28][CH:29]=[C:30]([C:33]([O:35][CH2:36][CH3:37])=[O:34])[CH:31]=3)[CH:26]=[C:25]2[C:38]([O:40][CH2:41][CH3:42])=[O:39])[CH2:22][CH2:21][O:20][CH2:19][CH2:18]1)=O)(C)(C)C>C(Cl)Cl>[NH2:15][CH2:16][C:17]1([CH2:23][N:24]2[C:32]3[C:27](=[CH:28][CH:29]=[C:30]([C:33]([O:35][CH2:36][CH3:37])=[O:34])[CH:31]=3)[CH:26]=[C:25]2[C:38]([O:40][CH2:41][CH3:42])=[O:39])[CH2:18][CH2:19][O:20][CH2:21][CH2:22]1. Procedure details: TFA (60 mL) is added to a solution of crude diethyl 1-[(4-{[(tert-butoxycarbonyl)amino]methyl}tetrahydro-2H-pyran-4-yl)methyl]-1H-indole-2,6-dicarboxylate from the preceding step in CH2Cl2 (400 mL). The reaction mixture is stirred at room temperature for 2 h. Then the solvent is removed under vacuum and the residue is dissolved in EtOAc (300 mL) and washed with saturated NaHCO3 solution until the pH is about 7. The aqueous layer is separated and it is extracted with EtOAc (100 mL). The organic l... Reactants: CC1(OC(C(C(O1)=O)CC1=CC=C(C=C1)C(F)(F)F)=O)C (2,2-dimethyl-5-(4-(trifluoromethyl)benzyl)-1,3-dioxane-4,6-dione), Intermediate 5. The solvent is C(=O)(C(F)(F)F)O.O (TFA water). Conditions: time 40 minute. Yields the product FC(C1=CC=C(CC(C(=O)O)C(=O)O)C=C1)(F)F (2-(4-(Trifluoromethyl)benzyl)malonic acid). Reaction SMILES: CC1(C)[O:7][C:6](=[O:8])[CH:5]([CH2:9][C:10]2[CH:15]=[CH:14][C:13]([C:16]([F:19])([F:18])[F:17])=[CH:12][CH:11]=2)[C:4](=[O:20])[O:3]1>C(O)(C(F)(F)F)=O.O>[F:17][C:16]([F:18])([F:19])[C:13]1[CH:14]=[CH:15][C:10]([CH2:9][CH:5]([C:6]([OH:8])=[O:7])[C:4]([OH:20])=[O:3])=[CH:11][CH:12]=1 |f:1.2|. Procedure details: To a 2 L flask containing 2,2-dimethyl-5-(4-(trifluoromethyl)benzyl)-1,3-dioxane-4,6-dione (65 g, 215 mmol, Intermediate 5: step a) was added a TFA/water solution (v/v, 560 mL/280 mL) at room temperature and the white suspension was heated between 70° C. and 78° C. in a large oil bath. The suspension did not dissolve until a temperature of 72° C. was reached. After approximately 40 minutes, the suspension became a clear homogeneous solution. After 3 hours, HPLC indicated that the reaction was co... The reactants are Cl (hydrochloric acid), CN1C=CC2=CC=C(C=C12)C(=O)NN (1-methyl-1H-indole-6-carboxylic acid hydrazide), [OH-].[K+] (potassium hydroxide), C(=S)=S (Carbon disulfide). Run in O (water), CO (methanol). Run at time 30 minute. Product: CN1C=CC2=CC=C(C=C12)C1=NN=C(O1)S (5-(1-Methyl-1H-indol-6-yl)-[1,3,4]oxadiazole-2-thiol). As a reaction SMILES: [CH3:1][N:2]1[C:10]2[C:5](=[CH:6][CH:7]=[C:8]([C:11]([NH:13][NH2:14])=[O:12])[CH:9]=2)[CH:4]=[CH:3]1.[OH-].[K+].[C:17](=S)=[S:18].Cl>O.CO>[CH3:1][N:2]1[C:10]2[C:5](=[CH:6][CH:7]=[C:8]([C:11]3[O:12][C:17]([SH:18])=[N:14][N:13]=3)[CH:9]=2)[CH:4]=[CH:3]1 |f:1.2|. Procedure: A mixture of 1-methyl-1H-indole-6-carboxylic acid hydrazide (2.8 g, 14.8 mmol), potassium hydroxide (0.91 g, 16.3 mmol) and methanol (50 ml) was stirred at room-temperature for 30 min. Carbon disulfide (2.25 g, 29.6 mmol) was added and the mixture was stirred for 15 h at reflux. The mixture was allowed to cool to room-temperature, water was added, pH was adjusted to 3 by adding concentrated aqueous hydrochloric acid. The crystalline product was isolated by filtration and washed with water. Yield... Reactants: ClCOC (chloro-methoxy-methane), C(C)(C)NC(=O)C=1C(=C(C=C2C=NNC12)Cl)NC(=O)C=1N(N=C(C1)C(F)(F)F)C1=NC=CC=C1Cl (5-chloro-6-{[2-(3-chloro-pyridin-2-yl)-5-trifluoromethyl-2H-pyrazole-3-carbonyl]-amino}-1H-indazole-7-carboxylic acid isopropylamide), [OH-].[K+] (KOH), CC(C)(C)[O-].[K+] (t-BuOK). Run in O (water), CCOC(=O)C (AcOEt), C1CCOC1 (THF). Reaction conditions: time 18 hour. Yields the product C(C)(C)NC(=O)C=1C(=C(C=C2C=NN(C12)COC)Cl)NC(=O)C=1N(N=C(C1)C(F)(F)F)C1=NC=CC=C1Cl (5-chloro-6-{[2-(3-chloro-pyridin-2-yl)-5-trifluoromethyl-2H-pyrazole-3-carbonyl]-amino}-1-methoxymethyl-1H-indazole-7-carboxylic acid isopropylamide). RXN SMILES: [CH:1]([NH:4][C:5]([C:7]1[C:8]([NH:17][C:18]([C:20]2[N:21]([C:29]3[C:34]([Cl:35])=[CH:33][CH:32]=[CH:31][N:30]=3)[N:22]=[C:23]([C:25]([F:28])([F:27])[F:26])[CH:24]=2)=[O:19])=[C:9]([Cl:16])[CH:10]=[C:11]2[C:15]=1[NH:14][N:13]=[CH:12]2)=[O:6])([CH3:3])[CH3:2].[OH-].[K+].CC([O-])(C)C.[K+].Cl[CH2:45][O:46][CH3:47]>C1COCC1.O.CCOC(C)=O>[CH:1]([NH:4][C:5]([C:7]1[C:8]([NH:17][C:18]([C:20]2[N:21]([C:29]3[C:34]([Cl:35])=[CH:33][CH:32]=[CH:31][N:30]=3)[N:22]=[C:23]([C:25]([F:28])([F:26])[F:27])[CH:24]=2)=[O:19])=[C:9]([Cl:16])[CH:10]=[C:11]2[C:15]=1[N:14]([CH2:45][O:46][CH3:47])[N:13]=[CH:12]2)=[O:6])([CH3:3])[CH3:2] |f:1.2,3.4|. Procedure details: A mixture of 5-chloro-6-{[2-(3-chloro-pyridin-2-yl)-5-trifluoromethyl-2H-pyrazole-3-carbonyl]-amino}-1H-indazole-7-carboxylic acid isopropylamide (1.00 g, 1.90 mmol), KOH (310 mgs, 5.70 mmol) and t-BuOK (6.4 mg, 0.02 mmol) in THF (5 mL) was treated dropwise with chloro-methoxy-methane (0.39 mL, 5.1 mmol). The resulting reaction mixture was stirred at ambient temperature for 18 h. AcOEt and water was added. The phases were separated. The aqueous layer was extracted with AcOEt. The organic layers ... Starting materials: ON1C(=NC(=C1C=1C=NC=CC1)C)C1=C(C=C(C=C1)OC)OC (1-hydroxy-2-(2,4-dimethoxyphenyl)-4-methyl-5-(3-pyridyl)imidazole), P(Cl)(Cl)Cl (phosphorus trichloride), C([O-])(O)=O.[Na+] (sodium bicarbonate), O (water). The solvent is CN(C=O)C (N,N-dimethylformamide). Conditions: time 2 hour. Product: COC1=C(C=CC(=C1)OC)C=1NC(=C(N1)C=1C=NC=CC1)C (2-(2,4-dimethoxypheyl)-5-methyl-4-(3-pyridyl)imidazole). The yield is 45.0%. As a reaction SMILES: O[N:2]1[C:6]([C:7]2[CH:8]=[N:9][CH:10]=[CH:11][CH:12]=2)=[C:5]([CH3:13])[N:4]=[C:3]1[C:14]1[CH:19]=[CH:18][C:17]([O:20][CH3:21])=[CH:16][C:15]=1[O:22][CH3:23].P(Cl)(Cl)Cl.O.C(=O)(O)[O-].[Na+]>CN(C)C=O>[CH3:23][O:22][C:15]1[CH:16]=[C:17]([O:20][CH3:21])[CH:18]=[CH:19][C:14]=1[C:3]1[NH:4][C:5]([CH3:13])=[C:6]([C:7]2[CH:8]=[N:9][CH:10]=[CH:11][CH:12]=2)[N:2]=1 |f:3.4|. Procedure: To a solution of 1-hydroxy-2-(2,4-dimethoxyphenyl)-4-methyl-5-(3-pyridyl)imidazole (6.6 g) in N,N-dimethylformamide (130 ml) was added phosphorus trichloride (3.7 ml) under ice-cooling. The mixture was stirred for 2 hours at 5° to 10° C. The reaction mixture was poured into water, neutralized with aqueous sodium bicarbonate, and extracted with ethyl acetate. The extract was washed with water, dried, and evaporated. The residue was subjected to column chromatography on silica gel eluting with a m... Reactants: CC(C)OC(=O)/N=N/C(=O)OC(C)C (DIAD), C1(=CC=CC=C1)P(C1=CC=CC=C1)C1=CC=CC=C1 (triphenylphosphine), C1(=CC=CC=C1)[C@@H](CC)O ((R)-(+)-1-phenyl-1-propanol), COC([C@H](CC1=CC2=C(O[C@H](CO2)C2=CC(=CC=C2)OCC2=CC(=C(C=C2)Cl)Cl)C=C1)NS(=O)(=O)C1=CC=C(C=C1)[N+](=O)[O-])=O ((S)-3-{(S)-2-[3-(3,4-Dichloro-benzyloxy)-phenyl]-2,3-dihydro-benzo[1,4]dioxin-6-yl}-2-(4-nitro-benzenesulfonylamino)-propionic acid methyl ester). Solvent: C1CCOC1 (THF). Reaction conditions: temperature 0 celsius, time 10 minute. Product: COC([C@H](CC1=CC2=C(O[C@H](CO2)C2=CC(=CC=C2)OCC2=CC(=C(C=C2)Cl)Cl)C=C1)N([C@@H](CC)C1=CC=CC=C1)S(=O)(=O)C1=CC=C(C=C1)[N+](=O)[O-])=O ((S)-3-{(S)-2-[3-(3,4-Dichloro-benzyloxy)-phenyl]-2,3-dihydro-benzo[1,4]dioxin-6-yl}-2-[(4-nitro-benzenesulfonyl)-((S)-1-phenyl-propyl)-amino]-propionic acid methyl ester). The yield is 96.6%. Reaction SMILES: [CH3:1][O:2][C:3](=[O:45])[C@@H:4]([NH:32][S:33]([C:36]1[CH:41]=[CH:40][C:39]([N+:42]([O-:44])=[O:43])=[CH:38][CH:37]=1)(=[O:35])=[O:34])[CH2:5][C:6]1[CH:31]=[CH:30][C:9]2[O:10][C@@H:11]([C:14]3[CH:19]=[CH:18][CH:17]=[C:16]([O:20][CH2:21][C:22]4[CH:27]=[CH:26][C:25]([Cl:28])=[C:24]([Cl:29])[CH:23]=4)[CH:15]=3)[CH2:12][O:13][C:8]=2[CH:7]=1.C1(P(C2C=CC=CC=2)C2C=CC=CC=2)C=CC=CC=1.[C:65]1([C@H:71](O)[CH2:72][CH3:73])[CH:70]=[CH:69][CH:68]=[CH:67][CH:66]=1.CC(OC(/N=N/C(OC(C)C)=O)=O)C>C1COCC1>[CH3:1][O:2][C:3](=[O:45])[C@@H:4]([N:32]([S:33]([C:36]1[CH:37]=[CH:38][C:39]([N+:42]([O-:44])=[O:43])=[CH:40][CH:41]=1)(=[O:35])=[O:34])[C@H:71]([C:65]1[CH:70]=[CH:69][CH:68]=[CH:67][CH:66]=1)[CH2:72][CH3:73])[CH2:5][C:6]1[CH:31]=[CH:30][C:9]2[O:10][C@@H:11]([C:14]3[CH:19]=[CH:18][CH:17]=[C:16]([O:20][CH2:21][C:22]4[CH:27]=[CH:26][C:25]([Cl:28])=[C:24]([Cl:29])[CH:23]=4)[CH:15]=3)[CH2:12][O:13][C:8]=2[CH:7]=1. Reported procedure: (S)-3-{(S)-2-[3-(3,4-Dichloro-benzyloxy)-phenyl]-2,3-dihydro-benzo[1,4]dioxin-6-yl}-2-(4-nitro-benzenesulfonylamino)-propionic acid methyl ester (0.37 g) was dissolved in 2 mL dry THF and triphenylphosphine (0.29 g) and (R)-(+)-1-phenyl-1-propanol (0.15 g) were added. The mixture was stirred at 0° C. for 10 min, then DIAD 933 μL (0.22 g, 1.1 mmol) was added over 2 minutes. The reaction stirred at room temperature for 5 hours, then was evaporated. The residue was purified by silica gel flash chro... The reactants are C(C1=CC=CC=C1)N1CC=2C=CC=NC2CC1 (6-Benzyl-5,6,7,8-tetrahydro-1,6-naphthyridine), [H][H] (hydrogen). Reagents/catalysts: [Pd] (palladium on carbon). The solvent is C(C)(=O)O (acetic acid). Yields the product N1=CC=CC=2CNCCC12 (5,6,7,8-Tetrahydro-1,6-naphthyridine). The yield is 94.2%. RXN SMILES: C([N:8]1[CH2:17][CH2:16][C:15]2[N:14]=[CH:13][CH:12]=[CH:11][C:10]=2[CH2:9]1)C1C=CC=CC=1.[H][H]>C(O)(=O)C.[Pd]>[N:14]1[C:15]2[CH2:16][CH2:17][NH:8][CH2:9][C:10]=2[CH:11]=[CH:12][CH:13]=1. Procedure details: 6-Benzyl-5,6,7,8-tetrahydro-1,6-naphthyridine (5.0 g, 22.3 mmol) was dissolved in acetic acid (150 ml) and treated with 10% palladium on carbon (2.5 g). The reaction mixture was subjected to 40 psig hydrogen at 55° on a Parr hydrogenation apparatus for 18 hours; the mixture was then filtered through Super-Cel. The filtrate was evaporated to an amber oil, which was dissolved in 6N sodium hydroxide solution and extracted with toluene (2×50 ml) and methylene chloride (2×50 ml). The combined organic...